Dataset: the Open Reaction Database (ORD), a public repository of structured organic reaction records. Task: describe an organic reaction: reactants, conditions, products, and yield Reactants: BrC1=CC=C(C=C1)C(N[C@@H](CC(C)C)C(=O)OC)C1=CC=C(C=C1)S(=O)(=O)C (methyl N-{(4-bromophenyl) [4-(methylsulfonyl)phenyl]methyl}-L-leucinate), [Li+].[OH-] (LiOH). Solvent: C1CCOC1 (THF), CO (MeOH). Conditions: time 18 hour. Yields the product BrC1=CC=C(C=C1)C(N[C@@H](CC(C)C)C(=O)O)C1=CC=C(C=C1)S(=O)(=O)C (N-{(4-bromophenyl)[4-(methylsulfonyl)phenyl]methyl}-L-leucine). As a reaction SMILES: [Br:1][C:2]1[CH:7]=[CH:6][C:5]([CH:8]([C:19]2[CH:24]=[CH:23][C:22]([S:25]([CH3:28])(=[O:27])=[O:26])=[CH:21][CH:20]=2)[NH:9][C@H:10]([C:15]([O:17]C)=[O:16])[CH2:11][CH:12]([CH3:14])[CH3:13])=[CH:4][CH:3]=1.[Li+].[OH-]>C1COCC1.CO>[Br:1][C:2]1[CH:7]=[CH:6][C:5]([CH:8]([C:19]2[CH:20]=[CH:21][C:22]([S:25]([CH3:28])(=[O:27])=[O:26])=[CH:23][CH:24]=2)[NH:9][C@H:10]([C:15]([OH:17])=[O:16])[CH2:11][CH:12]([CH3:14])[CH3:13])=[CH:4][CH:3]=1 |f:1.2|. Procedure details: To a solution of methyl N-{(4-bromophenyl) [4-(methylsulfonyl)phenyl]methyl}-L-leucinate from step 2 (81 mg, 0.17 mmol) in THF (1 mL) and MeOH (0.5 mL) was added 1N LiOH (0.3 mL, 0.3 mmol). The resulting mixture was stirred at room temperature for 18 hours and then partitioned between EtOAc and water+1N HCl (0.5 mL). The organic layer was dried over Na2SO4, filtered and concentrated in vacuo to give the title compound as a colorless gum.